This data is from the Open Reaction Database (ORD), a public repository of structured organic reaction records. The task is: describe an organic reaction: reactants, conditions, products, and yield Reactants: C(C)(=O)OCC1=C2C=C(N3C2=C(C=C1)C(CCCC3)=O)C(=O)OCC (ethyl 5,6,7,8-tetrahydro-11-acetoxymethyl-8-oxo-4H-azocino[3.2.1-hi]indole-2-carboxylate), CS(=O)(=O)O.N1C(=CC2=CC=CC=C12)C(=O)N (indole-2-carboxamide methanesulfonate), Cl.NC(=N)N (guanidine hydrochloride), C[O-].[Na+] (sodium methoxide). The solvent is CN(C=O)C (N,N-dimethylformamide). Product: CS(=O)(=O)O.NN=CNC(=O)C=1N2C3=C(C=CC(=C3C1)CO)C(CCCC2)=O (N-(aminoiminomethyl)-5,6,7,8-tetrahydro-11-hydroxymethyl-8-oxo-4H-azocino[3.2.1-hi]indole-2-carboxamide methanesulfonate). As a reaction SMILES: C([O:4][CH2:5][C:6]1[CH:14]=[CH:13][C:12]2[C:15](=[O:20])[CH2:16][CH2:17][CH2:18][CH2:19][N:10]3[C:11]=2[C:7]=1[CH:8]=[C:9]3[C:21]([O:23]CC)=O)(=O)C.Cl.[NH2:27][C:28]([NH2:30])=N.C[O-].[Na+].[CH3:34][S:35]([OH:38])(=[O:37])=[O:36].[NH:39]1C2C(=CC=CC=2)C=C1C(N)=O>CN(C)C=O>[CH3:34][S:35]([OH:38])(=[O:37])=[O:36].[NH2:39][N:27]=[CH:28][NH:30][C:21]([C:9]1[N:10]2[CH2:19][CH2:18][CH2:17][CH2:16][C:15](=[O:20])[C:12]3[CH:13]=[CH:14][C:6]([CH2:5][OH:4])=[C:7]([CH:8]=1)[C:11]2=3)=[O:23] |f:1.2,3.4,5.6,8.9|. Procedure details: In accordance with the process described in Example 1 except for using ethyl 5,6,7,8-tetrahydro-11-acetoxymethyl-8-oxo-4H-azocino[3.2.1-hi]indole-2-carboxylate (2.13 g, 6.20 mmol), guanidine hydrochloride (5.92 g, 62 mmol), sodium methoxide (3.35 g, 62 mmol) and N,N-dimethylformamide (50 ml), 1.07 g of N-(aminoiminomethyl)-5,6,7, 8-tetrahydro-11-hydroxymethyl-8-oxo-4H-azcino[3.2.1-hi]indole-2-carboxamide methanesulfonate was obtained.